This data is from the Open Reaction Database (ORD), a public repository of structured organic reaction records. The task is: describe an organic reaction: reactants, conditions, products, and yield Product: CN1C(N(C2=C(C1=O)C(=C(S2)C(=O)C2=NC1=C(N2C)C=CC=C1)SC(C)C)CC(C)C)=O (3-Methyl-6-[(1-methyl-1H-benzimidazol-2-yl)carbonyl]-5-[(1-methylethyl)thio]-1-(2-methylpropyl)-thieno[2,3-d]pyrimidine-2,4(1H,3H)-dione). Reaction SMILES: Br[C:2]1[C:10]2[C:9](=[O:11])[N:8]([CH3:12])[C:7](=[O:13])[N:6]([CH2:14][CH:15]([CH3:17])[CH3:16])[C:5]=2[S:4][C:3]=1[C:18]([C:20]1[N:24]([CH3:25])[C:23]2[CH:26]=[CH:27][CH:28]=[CH:29][C:22]=2[N:21]=1)=[O:19].[H-].[Na+].[CH3:32][CH:33]([SH:35])[CH3:34]>O1CCCC1>[CH3:12][N:8]1[C:9](=[O:11])[C:10]2[C:2]([S:35][CH:33]([CH3:34])[CH3:32])=[C:3]([C:18]([C:20]3[N:24]([CH3:25])[C:23]4[CH:26]=[CH:27][CH:28]=[CH:29][C:22]=4[N:21]=3)=[O:19])[S:4][C:5]=2[N:6]([CH2:14][CH:15]([CH3:17])[CH3:16])[C:7]1=[O:13] |f:1.2|. Conditions: time 19 hour. Procedure details: Prepared according to the method described in Example 37 step d from 5-bromo-3-methyl-6-[(1-methyl-1H-benzimidazol-2-yl)carbonyl]-1-(2-methylpropyl)-thieno[2,3-d]pyrimidine-2,4(1H,3H)-dione (1.2 g), sodium hydride (0.12 g) and 2-propanethiol (0.26 ml) in dry tetrahydrofuran (150 ml) with stirring at room temperature for 19 hours. The residue was purified by flash silica chromatography eluting with a gradient of 20-50% ethyl acetate in isohexane to give the title compound as a yellow solid (0.92 ... The solvent is O1CCCC1 (tetrahydrofuran). Starting materials: BrC1=C(SC=2N(C(N(C(C21)=O)C)=O)CC(C)C)C(=O)C2=NC1=C(N2C)C=CC=C1 (5-bromo-3-methyl-6-[(1-methyl-1H-benzimidazol-2-yl)carbonyl]-1-(2-methylpropyl)-thieno[2,3-d]pyrimidine-2,4(1H,3H)-dione), [H-].[Na+] (sodium hydride), CC(C)S (2-propanethiol). Reactants: N#CCc1ccc(N)c(N)c1, [Na+], [OH-], O, O=S(=O)(O)O. Product: NC(=O)Cc1ccc(N)c(N)c1. As a reaction SMILES: [NH2:1][c:2]1[c:3]([NH2:11])[cH:4][c:5]([CH2:8][C:9]#[N:10])[cH:6][cH:7]1.[Na+:18].[OH-:17].[OH2:19].[S:12]([OH:13])(=[O:14])(=[O:15])[OH:16]>>[NH2:1][c:2]1[c:3]([NH2:11])[cH:4][c:5]([CH2:8][C:9]([NH2:10])=[O:13])[cH:6][cH:7]1. Reactants: CC(C)(C)[Si](C)(C)O[Si](C)(C)C(C)(C)C, COc1ccc(S(=O)(=O)Cl)cc1OC, OCCC1CNC(c2ccc(Cl)c(Cl)c2)O1, Cl, c1ccncc1. Yields the product CC(C)(C)[Si](C)(C)O[Si](C)(C)C(C)(C)C, COc1ccc(S(=O)(=O)N2CC(CCO)OC2c2ccc(Cl)c(Cl)c2)cc1OC. As a reaction SMILES: [C:1]([CH3:2])([CH3:3])([CH3:4])[Si:5]([CH3:6])([CH3:7])[O:8][Si:9]([C:10]([CH3:11])([CH3:12])[CH3:13])([CH3:14])[CH3:15].[CH3:32][O:33][c:34]1[cH:35][c:36]([S:42](=[O:43])(=[O:44])[Cl:45])[cH:37][cH:38][c:39]1[O:40][CH3:41].[Cl:16][c:17]1[cH:18][c:19]([CH:24]2[O:25][CH:26]([CH2:29][CH2:30][OH:31])[CH2:27][NH:28]2)[cH:20][cH:21][c:22]1[Cl:23].[ClH:46].[cH:47]1[cH:48][cH:49][n:50][cH:51][cH:52]1>>[C:1]([CH3:2])([CH3:3])([CH3:4])[Si:5]([CH3:6])([CH3:7])[O:8][Si:9]([C:10]([CH3:11])([CH3:12])[CH3:13])([CH3:14])[CH3:15].[Cl:16][c:17]1[cH:18][c:19]([CH:24]2[O:25][CH:26]([CH2:29][CH2:30][OH:31])[CH2:27][N:28]2[S:42]([c:36]2[cH:35][c:34]([O:33][CH3:32])[c:39]([O:40][CH3:41])[cH:38][cH:37]2)(=[O:43])=[O:44])[cH:20][cH:21][c:22]1[Cl:23]. The reactants are Cc1cnc(N)c(Br)n1, COCCOC, [Na+], [Na+], O=C([O-])[O-], OB(O)c1ccc(Oc2ccccc2)cc1, O, c1ccc(P(c2ccccc2)(c2ccccc2)[Pd](P(c2ccccc2)(c2ccccc2)c2ccccc2)(P(c2ccccc2)(c2ccccc2)c2ccccc2)P(c2ccccc2)(c2ccccc2)c2ccccc2)cc1. Yields the product Cc1cnc(N)c(-c2ccc(Oc3ccccc3)cc2)n1. RXN SMILES: [Br:23][c:24]1[c:25]([NH2:31])[n:26][cH:27][c:28]([CH3:30])[n:29]1.[CH3:32][O:33][CH2:34][CH2:35][O:36][CH3:37].[Na+:1].[Na+:2].[O-:3][C:4](=[O:5])[O-:6].[O:7]([c:8]1[cH:9][cH:10][cH:11][cH:12][cH:13]1)[c:14]1[cH:15][cH:16][c:17]([B:20]([OH:21])[OH:22])[cH:18][cH:19]1.[OH2:38].[cH:39]1[cH:40][cH:41][c:42]([P:43]([Pd:44]([P:45]([c:46]2[cH:47][cH:48][cH:49][cH:50][cH:51]2)([c:52]2[cH:53][cH:54][cH:55][cH:56][cH:57]2)[c:58]2[cH:59][cH:60][cH:61][cH:62][cH:63]2)([P:64]([c:65]2[cH:66][cH:67][cH:68][cH:69][cH:70]2)([c:71]2[cH:72][cH:73][cH:74][cH:75][cH:76]2)[c:77]2[cH:78][cH:79][cH:80][cH:81][cH:82]2)[P:83]([c:84]2[cH:85][cH:86][cH:87][cH:88][cH:89]2)([c:90]2[cH:91][cH:92][cH:93][cH:94][cH:95]2)[c:96]2[cH:97][cH:98][cH:99][cH:100][cH:101]2)([c:102]2[cH:103][cH:104][cH:105][cH:106][cH:107]2)[c:108]2[cH:109][cH:110][cH:111][cH:112][cH:113]2)[cH:114][cH:115]1>>[O:7]([c:8]1[cH:9][cH:10][cH:11][cH:12][cH:13]1)[c:14]1[cH:15][cH:16][c:17](-[c:24]2[c:25]([NH2:31])[n:26][cH:27][c:28]([CH3:30])[n:29]2)[cH:18][cH:19]1. Reactants: C(C)(C)(C)OC(=O)N1[C@@H](CC(C1)=NOC)C(=O)O ((2S,4EZ)-1-(tert-butoxycarbonyl)-4-(methoxyimino)-2-pyrrolidinecarboxylic acid), C(#N)C1=CC=C(C(=O)Cl)C=C1 (4-cyanobenzoyl chloride), C(C)N(CCN)CC (N1,N1-diethyl-1,2-ethanediamine). Product: C(#N)C1=CC=C(C(=O)N2[C@@H](CC(C2)=NOC)C(=O)NCCN(CC)CC)C=C1 ((2S,4EZ)-1-(4-cyanobenzoyl)-N-[2-(diethylamino)ethyl]-4-(methoxyimino)-2-pyrrolidinecarboxamide). Reaction SMILES: C(O[C:6]([N:8]1[CH2:12][C:11](=[N:13][O:14][CH3:15])[CH2:10][C@H:9]1[C:16]([OH:18])=O)=[O:7])(C)(C)C.[C:19]([C:21]1[CH:29]=[CH:28][C:24](C(Cl)=O)=[CH:23][CH:22]=1)#[N:20].[CH2:30]([N:32]([CH2:36][CH3:37])[CH2:33][CH2:34][NH2:35])[CH3:31]>>[C:19]([C:21]1[CH:22]=[CH:23][C:24]([C:6]([N:8]2[CH2:12][C:11](=[N:13][O:14][CH3:15])[CH2:10][C@H:9]2[C:16]([NH:35][CH2:34][CH2:33][N:32]([CH2:36][CH3:37])[CH2:30][CH3:31])=[O:18])=[O:7])=[CH:28][CH:29]=1)#[N:20]. Reported procedure: Following the general method as outlined in Example 22, starting from (2S,4EZ)-1-(tert-butoxycarbonyl)-4-(methoxyimino)-2-pyrrolidinecarboxylic acid, 4-cyanobenzoyl chloride, and N1,N1-diethyl-1,2-ethanediamine the title compound was obtained in 58% purity by LC/MS. MS(ESI+): m/z=386.2. Starting materials: COC(=O)C1=NC2=CC(=CC=C2C(=C1)OCC(=O)OCC1=CC=CC=C1)C (4-Benzyloxycarbonylmethoxy-7-methyl-quinoline-2-carboxylic acid methyl ester). The solvent is C(C)O (ethanol). Reaction conditions: time 16 hour. Yields the product COC(=O)C1=NC2=CC(=CC=C2C(=C1)OCC(=O)O)C (4-Carboxymethoxy-7-methyl-quinoline-2-carboxylic acid methyl ester). As a reaction SMILES: [CH3:1][O:2][C:3]([C:5]1[CH:14]=[C:13]([O:15][CH2:16][C:17]([O:19]CC2C=CC=CC=2)=[O:18])[C:12]2[C:7](=[CH:8][C:9]([CH3:27])=[CH:10][CH:11]=2)[N:6]=1)=[O:4]>C(O)C>[CH3:1][O:2][C:3]([C:5]1[CH:14]=[C:13]([O:15][CH2:16][C:17]([OH:19])=[O:18])[C:12]2[C:7](=[CH:8][C:9]([CH3:27])=[CH:10][CH:11]=2)[N:6]=1)=[O:4]. Procedure details: To a solution of 3.00 g 4-Benzyloxycarbonylmethoxy-7-methyl-quinoline-2-carboxylic acid methyl ester in 50 ml ethanol were added under argon 0.3 g Pd/C (10%) and the suspension was stirred under an atmosphere of hydrogen (3 bar) for 16 h. The suspension was filtered over a plug of Celite® and washed with ethanol. The crude product was obtained after evaporation of the solvent. Yield: 1.90 g.